From a dataset of the Open Reaction Database (ORD), a public repository of structured organic reaction records. describe an organic reaction: reactants, conditions, products, and yield The reactants are O=C(Cn1ccc2ccncc21)OCc1ccccc1, CO, [H][H]. The product is O=C(O)Cn1ccc2ccncc21. As a reaction SMILES: [CH2:1]([c:2]1[cH:3][cH:4][cH:5][cH:6][cH:7]1)[O:8][C:9]([CH2:10][n:11]1[cH:12][cH:13][c:14]2[c:15]1[cH:16][n:17][cH:18][cH:19]2)=[O:20].[CH3:23][OH:24].[H:21][H:22]>>[O:8]=[C:9]([CH2:10][n:11]1[cH:12][cH:13][c:14]2[c:15]1[cH:16][n:17][cH:18][cH:19]2)[OH:20].